Dataset: the Open Reaction Database (ORD), a public repository of structured organic reaction records. Task: describe an organic reaction: reactants, conditions, products, and yield The reactants are COCCN(C)c1ncc(N)cn1, O=C(O)c1nc(-c2ccccc2)oc1C(F)(F)F. The product is COCCN(C)c1ncc(NC(=O)c2nc(-c3ccccc3)oc2C(F)(F)F)cn1. RXN SMILES: [CH3:19][O:20][CH2:21][CH2:22][N:23]([c:24]1[n:25][cH:26][c:27]([NH2:30])[cH:28][n:29]1)[CH3:31].[c:1]1(-[c:7]2[o:8][c:9]([C:15]([F:16])([F:17])[F:18])[c:10]([C:12](=[O:13])[OH:14])[n:11]2)[cH:2][cH:3][cH:4][cH:5][cH:6]1>>[c:1]1(-[c:7]2[o:8][c:9]([C:15]([F:16])([F:17])[F:18])[c:10]([C:12](=[O:14])[NH:30][c:27]3[cH:26][n:25][c:24]([N:23]([CH2:22][CH2:21][O:20][CH3:19])[CH3:31])[n:29][cH:28]3)[n:11]2)[cH:2][cH:3][cH:4][cH:5][cH:6]1. Reactants: O=C([O-])[O-], CCOC(=O)CCc1c(OCCCCCBr)ccc2ccc(OCC(=O)OCC)cc12, CCC(C)=O, [K+], [K+], CCCc1c(O)ccc2c1OCCC2=O. Yields the product CCCc1c(OCCCCCOc2ccc3ccc(OCC(=O)OCC)cc3c2CCC(=O)OCC)ccc2c1OCCC2=O. Reaction SMILES: [C:47](=[O:48])([O-:49])[O-:50].[CH2:16]([CH3:17])[O:18][C:19]([CH2:20][CH2:21][c:22]1[c:23]([O:39][CH2:40][CH2:41][CH2:42][CH2:43][CH2:44][Br:45])[cH:24][cH:25][c:26]2[cH:27][cH:28][c:29]([O:32][CH2:33][C:34](=[O:35])[O:36][CH2:37][CH3:38])[cH:30][c:31]12)=[O:46].[CH3:53][C:54](=[O:55])[CH2:56][CH3:57].[K+:51].[K+:52].[OH:1][c:2]1[c:3]([CH2:13][CH2:14][CH3:15])[c:4]2[c:5]([cH:11][cH:12]1)[C:6](=[O:10])[CH2:7][CH2:8][O:9]2>>[O:1]([c:2]1[c:3]([CH2:13][CH2:14][CH3:15])[c:4]2[c:5]([cH:11][cH:12]1)[C:6](=[O:10])[CH2:7][CH2:8][O:9]2)[CH2:44][CH2:43][CH2:42][CH2:41][CH2:40][O:39][c:23]1[c:22]([CH2:21][CH2:20][C:19]([O:18][CH2:16][CH3:17])=[O:46])[c:31]2[c:26]([cH:25][cH:24]1)[cH:27][cH:28][c:29]([O:32][CH2:33][C:34](=[O:35])[O:36][CH2:37][CH3:38])[cH:30]2. The reactants are [Li]CCCC, Fc1ccc(-c2nn3ccccc3c2-c2ccncc2)cc1, C1CCOC1, O, Cc1ccc(S(=O)(=O)Cl)cc1. The product is Fc1ccc(-c2nn3c(Cl)cccc3c2-c2ccncc2)cc1. Reaction SMILES: [CH2:23]([Li:24])[CH2:25][CH2:26][CH3:27].[F:1][c:2]1[cH:3][cH:4][c:5](-[c:8]2[n:9][n:10]3[c:11]([cH:12][cH:13][cH:14][cH:15]3)[c:16]2-[c:17]2[cH:18][cH:19][n:20][cH:21][cH:22]2)[cH:6][cH:7]1.[O:40]1[CH2:41][CH2:42][CH2:43][CH2:44]1.[OH2:39].[c:28]1([CH3:29])[cH:30][cH:31][c:32]([S:33](=[O:34])(=[O:35])[Cl:37])[cH:36][cH:38]1>>[F:1][c:2]1[cH:3][cH:4][c:5](-[c:8]2[n:9][n:10]3[c:11]([cH:12][cH:13][cH:14][c:15]3[Cl:37])[c:16]2-[c:17]2[cH:18][cH:19][n:20][cH:21][cH:22]2)[cH:6][cH:7]1. The reactants are [Br-], O=Cc1nn2c(Cl)ccc2c(=O)n1Cc1ccccc1, C1CCOC1, [Mg+]C1CC1, ClCCl. Yields the product O=c1c2ccc(Cl)n2nc(C(O)C2CC2)n1Cc1ccccc1. RXN SMILES: [Br-:21].[CH2:1]([c:2]1[cH:3][cH:4][cH:5][cH:6][cH:7]1)[n:8]1[c:9]([CH:19]=[O:20])[n:10][n:11]2[c:12]([c:13]1=[O:14])[cH:15][cH:16][c:17]2[Cl:18].[CH2:29]1[O:30][CH2:31][CH2:32][CH2:33]1.[CH:22]1([Mg+:25])[CH2:23][CH2:24]1.[Cl:26][CH2:27][Cl:28]>>[CH2:1]([c:2]1[cH:3][cH:4][cH:5][cH:6][cH:7]1)[n:8]1[c:9]([CH:19]([OH:20])[CH:22]2[CH2:23][CH2:24]2)[n:10][n:11]2[c:12]([c:13]1=[O:14])[cH:15][cH:16][c:17]2[Cl:18]. Starting materials: C1CCOC1, CCO, COC(=O)C1=Cc2cc(-c3ccc(OCCOC(C)C)cc3)ccc2N(C=O)CC1, Cl, [Na+], [OH-]. Yields the product CC(C)OCCOc1ccc(-c2ccc3c(c2)C=C(C(=O)O)CCN3C=O)cc1. Reaction SMILES: [CH2:34]1[O:35][CH2:36][CH2:37][CH2:38]1.[CH3:39][CH2:40][OH:41].[CH:1](=[O:2])[N:3]1[CH2:4][CH2:5][C:6]([C:27](=[O:28])[O:29][CH3:30])=[CH:7][c:8]2[c:9]1[cH:10][cH:11][c:12](-[c:14]1[cH:15][cH:16][c:17]([O:20][CH2:21][CH2:22][O:23][CH:24]([CH3:25])[CH3:26])[cH:18][cH:19]1)[cH:13]2.[ClH:33].[Na+:32].[OH-:31]>>[CH:1](=[O:2])[N:3]1[CH2:4][CH2:5][C:6]([C:27](=[O:28])[OH:29])=[CH:7][c:8]2[c:9]1[cH:10][cH:11][c:12](-[c:14]1[cH:15][cH:16][c:17]([O:20][CH2:21][CH2:22][O:23][CH:24]([CH3:25])[CH3:26])[cH:18][cH:19]1)[cH:13]2. As a reaction SMILES: Br[C:2]1[CH:3]=[C:4]([NH2:9])[C:5]([Cl:8])=[N:6][CH:7]=1.[NH:10]1[CH2:15][CH2:14][O:13][CH2:12][CH2:11]1.C1(P(C2CCCCC2)C2(C(C)C)CC(C(C)C)=CC(C(C)C)=C2C2C=CC=CC=2)CCCCC1.CC(C1C=C(C(C)C)C(C2C=CC=CC=2P(C2CCCCC2)C2CCCCC2)=C(C(C)C)C=1)C.C[Si]([N-][Si](C)(C)C)(C)C.[Li+]>C1COCC1.C1C=CC(/C=C/C(/C=C/C2C=CC=CC=2)=O)=CC=1.C1C=CC(/C=C/C(/C=C/C2C=CC=CC=2)=O)=CC=1.C1C=CC(/C=C/C(/C=C/C2C=CC=CC=2)=O)=CC=1.[Pd].[Pd].O>[Cl:8][C:5]1[C:4]([NH2:9])=[CH:3][C:2]([N:10]2[CH2:15][CH2:14][O:13][CH2:12][CH2:11]2)=[CH:7][N:6]=1 |f:4.5,7.8.9.10.11|. Reaction conditions: temperature 60 celsius, time 2.5 hour. Reagents/catalysts: C=1C=CC(=CC1)/C=C/C(=O)/C=C/C2=CC=CC=C2.C=1C=CC(=CC1)/C=C/C(=O)/C=C/C2=CC=CC=C2.C=1C=CC(=CC1)/C=C/C(=O)/C=C/C2=CC=CC=C2.[Pd].[Pd] (tris(dibenzylideneacetone)dipalladium). Run in O (water), C1CCOC1 (THF), C1CCOC1 (THF). The product is ClC1=NC=C(C=C1N)N1CCOCC1 (2-chloro-5-morpholinopyridin-3-amine). Starting materials: BrC=1C=C(C(=NC1)Cl)N (5-bromo-2-chloropyridin-3-amine), N1CCOCC1 (morpholine), C1(CCCCC1)P(C1(C(=C(C=C(C1)C(C)C)C(C)C)C1=CC=CC=C1)C(C)C)C1CCCCC1 (2-dicyclohexylphosphino-2,4,6,-triisopropylbiphenyl), CC(C)C1=CC(=C(C(=C1)C(C)C)C2=C(C=CC=C2)P(C3CCCCC3)C4CCCCC4)C(C)C (X-Phos), C[Si](C)(C)[N-][Si](C)(C)C.[Li+] (lithium bis(trimethylsilyl)amide). Reported procedure: A mixture of 5-bromo-2-chloropyridin-3-amine (1.01 g, 4.89 mmol), morpholine (0.85 mL, 9.76 mmol), 2-dicyclohexylphosphino-2,4,6,-triisopropylbiphenyl, (X-Phos) (187.2 mg, 0.39 mmol), and tris(dibenzylideneacetone)dipalladium (0) (180.6 mg, 0.20 mmol) in dry THF (10 mL) was degassed by nitrogen. To this mixture was added lithium bis(trimethylsilyl)amide, 1.0M in THF (15.0 mL, 15.0 mmol) dropwise, and the resulting reaction was heated to 60° C. After 2.5 h, the reaction was cooled to rt then pour... Reactants: C(C)OC(C(=CN(C)C)C(C1=CC=C(C=C1)F)=O)=O (ethyl-2-(4'-fluorobenzoyl)-3-dimethylaminopropenoate), C(C)OC(C(=CN(C)C)C(C1=CC(=C(C=C1)Cl)Cl)=O)=O (ethyl-2-(3',4'-dichlorobenzoyl)-3-dimethylaminopropenoate). Run in CCCCC (pentane). Product: C(C)OC(=O)C=1C=NOC1C1=CC=C(C=C1)F (ethyl-5-(4'-fluorophenyl)-4-isoxazolecarboxylate). The yield is 74.5%. As a reaction SMILES: [CH2:1]([O:3][C:4](=[O:19])[C:5]([C:10](=[O:18])[C:11]1[CH:16]=[CH:15][C:14]([F:17])=[CH:13][CH:12]=1)=[CH:6][N:7](C)C)[CH3:2].C(OC(=O)C(C(=O)C1C=CC(Cl)=C(Cl)C=1)=CN(C)C)C>CCCCC>[CH2:1]([O:3][C:4]([C:5]1[CH:6]=[N:7][O:18][C:10]=1[C:11]1[CH:16]=[CH:15][C:14]([F:17])=[CH:13][CH:12]=1)=[O:19])[CH3:2]. Reported procedure: The procedure of Example 20 was employed utilizing ethyl-2-(4'-fluorobenzoyl)-3-dimethylaminopropenoate in lieu of ethyl-2-(3',4'-dichlorobenzoyl)-3-dimethylaminopropenoate to yield upon recrystallization with pentane, ethyl-5-(4'-fluorophenyl)-4-isoxazolecarboxylate (1.75 g.; 74.5% yield) as a white solid having a melting point of 34°-38° C. and the following analysis: